This data is from the Open Reaction Database (ORD), a public repository of structured organic reaction records. The task is: describe an organic reaction: reactants, conditions, products, and yield The reactants are Cl.FC(C1=C(C(C2=CC=C(C=C2)Cl)OC2CNC2)C=CC(=C1)F)(F)F (3-[2-(trifluoromethyl)-4-fluoro-4′-chlorobenzhydryloxy]azetidine hydrochloride), [N-]=C=O (isocyanate), compound ( 10 ). Yields the product FC(C1=C(C(C2=CC=C(C=C2)Cl)OC2CN(C2)C(=O)NC(C)CC)C=CC(=C1)F)(F)F (3-[2-(trifluoromethyl)-4-fluoro-4′-chlorobenzhydryloxy]-N-(sec-butyl)azetidine-1-carboxamide). RXN SMILES: Cl.[F:2][C:3]([F:25])([F:24])[C:4]1[CH:22]=[C:21]([F:23])[CH:20]=[CH:19][C:5]=1[CH:6]([O:14][CH:15]1[CH2:18][NH:17][CH2:16]1)[C:7]1[CH:12]=[CH:11][C:10]([Cl:13])=[CH:9][CH:8]=1.[N-:26]=[C:27]=[O:28]>>[F:25][C:3]([F:2])([F:24])[C:4]1[CH:22]=[C:21]([F:23])[CH:20]=[CH:19][C:5]=1[CH:6]([O:14][CH:15]1[CH2:18][N:17]([C:27]([NH:26][CH:4]([CH2:5][CH3:6])[CH3:3])=[O:28])[CH2:16]1)[C:7]1[CH:12]=[CH:11][C:10]([Cl:13])=[CH:9][CH:8]=1 |f:0.1|. Procedure details: This material was prepared 3-[2-(trifluoromethyl)-4-fluoro-4′-chlorobenzhydryloxy]azetidine hydrochloride (125) and the corresponding isocyanate using the procedure described for compound (10). Starting materials: CN(C)C(=S)Cl, CCOC(C)=O, COC(=O)c1ccc(F)cc1O, C1CN2CCN1CC2, CN(C)C=O, O. The product is COC(=O)c1ccc(F)cc1OC(=S)N(C)C. RXN SMILES: [CH3:13][N:14]([C:15](=[S:16])[Cl:17])[CH3:18].[CH3:27][CH2:28][O:29][C:30](=[O:31])[CH3:32].[F:1][c:2]1[cH:3][c:4]([OH:12])[c:5]([C:6](=[O:7])[O:8][CH3:9])[cH:10][cH:11]1.[N:19]12[CH2:20][CH2:21][N:22]([CH2:23][CH2:24]1)[CH2:25][CH2:26]2.[O:33]=[CH:34][N:35]([CH3:36])[CH3:37].[OH2:38]>>[F:1][c:2]1[cH:3][c:4]([O:12][C:15]([N:14]([CH3:13])[CH3:18])=[S:16])[c:5]([C:6](=[O:7])[O:8][CH3:9])[cH:10][cH:11]1. Starting materials: COCC(=O)O, [Cl-], CC12C=CC(=O)C=C1CCC1C2C(O)CC2(C)C1CCC2(O)C(=O)CO, c1ccncc1. Yields the product COCC(=O)OCC(=O)C1(O)CCC2C3CCC4=CC(=O)C=CC4(C)C3C(O)CC21C. RXN SMILES: [CH3:28][O:29][CH2:30][C:31](=[O:32])[OH:33].[Cl-:27].[OH:1][CH:2]1[CH:3]2[C:4]3([CH3:26])[CH:5]=[CH:6][C:7](=[O:25])[CH:8]=[C:9]3[CH2:10][CH2:11][CH:12]2[CH:13]2[CH2:14][CH2:15][C:16]([C:17]([CH2:18][OH:19])=[O:20])([OH:24])[C:21]2([CH3:23])[CH2:22]1.[cH:34]1[cH:35][cH:36][n:37][cH:38][cH:39]1>>[OH:1][CH:2]1[CH:3]2[C:4]3([CH3:26])[CH:5]=[CH:6][C:7](=[O:25])[CH:8]=[C:9]3[CH2:10][CH2:11][CH:12]2[CH:13]2[CH2:14][CH2:15][C:16]([C:17]([CH2:18][O:19][C:31]([CH2:30][O:29][CH3:28])=[O:32])=[O:20])([OH:24])[C:21]2([CH3:23])[CH2:22]1. The reactants are C#CC(C)(C)Nc1cccnc1N1CCN(C(=O)OC(C)(C)C)CC1, CCO. The product is CCC(C)(C)Nc1cccnc1N1CCN(C(=O)OC(C)(C)C)CC1. As a reaction SMILES: [CH3:1][C:2]([CH3:3])([O:4][C:5](=[O:6])[N:7]1[CH2:8][CH2:9][N:10]([c:13]2[n:14][cH:15][cH:16][cH:17][c:18]2[NH:19][C:20]([C:21]#[CH:22])([CH3:23])[CH3:24])[CH2:11][CH2:12]1)[CH3:25].[CH3:26][CH2:27][OH:28]>>[CH3:1][C:2]([CH3:3])([O:4][C:5](=[O:6])[N:7]1[CH2:8][CH2:9][N:10]([c:13]2[n:14][cH:15][cH:16][cH:17][c:18]2[NH:19][C:20]([CH2:21][CH3:22])([CH3:23])[CH3:24])[CH2:11][CH2:12]1)[CH3:25]. The reactants are BrC=1C=CC(=C(C1)[C@@]12N=C(SC[C@@H]1C[C@@H](OC2)C=2OC=C(N2)C)NC(C2=CC=CC=C2)=O)F (N-[(4aR,6R,8aS)-8a-(5-Bromo-2-fluorophenyl)-6-(4-methyl-1,3-oxazol-2-yl)-4,4a,5,6,8,8a-hexahydropyrano[3,4-d][1,3]thiazin-2-yl]benzamide), C(#N)C=1C=CC(=C(C1)[C@@]12N=C(SC[C@@H]1C[C@@H](OC2)C2=CC(=NO2)C)NC(C2=CC=CC=C2)=O)F (N-[(4aR,6R,8aS)-8a-(5-cyano-2-fluorophenyl)-6-(3-methyl-1,2-oxazol-5-yl)-4,4a,5,6,8,8a-hexahydropyrano[3,4-d][1,3]thiazin-2-yl]benzamide). The product is C(#N)C=1C=CC(=C(C1)[C@@]12N=C(SC[C@@H]1C[C@@H](OC2)C=2OC=C(N2)C)NC(C2=CC=CC=C2)=O)F (N-[(4aR,6R,8aS)-8a-(5-cyano-2-fluorophenyl)-6-(4-methyl-1,3-oxazol-2-yl)-4,4a,5,6,8,8a-hexahydropyrano[3,4-d][1,3]thiazin-2-yl]benzamide). As a reaction SMILES: Br[C:2]1[CH:3]=[CH:4][C:5]([F:33])=[C:6]([C@:8]23[CH2:17][O:16][C@@H:15]([C:18]4[O:19][CH:20]=[C:21]([CH3:23])[N:22]=4)[CH2:14][C@H:13]2[CH2:12][S:11][C:10]([NH:24][C:25](=[O:32])[C:26]2[CH:31]=[CH:30][CH:29]=[CH:28][CH:27]=2)=[N:9]3)[CH:7]=1.[C:34](C1C=CC(F)=C([C@]23CO[C@@H](C4ON=C(C)C=4)C[C@H]2CSC(NC(=O)C2C=CC=CC=2)=N3)C=1)#[N:35]>>[C:34]([C:2]1[CH:3]=[CH:4][C:5]([F:33])=[C:6]([C@:8]23[CH2:17][O:16][C@@H:15]([C:18]4[O:19][CH:20]=[C:21]([CH3:23])[N:22]=4)[CH2:14][C@H:13]2[CH2:12][S:11][C:10]([NH:24][C:25](=[O:32])[C:26]2[CH:27]=[CH:28][CH:29]=[CH:30][CH:31]=2)=[N:9]3)[CH:7]=1)#[N:35]. Procedure: N-[(4aR,6R,8aS)-8a-(5-Bromo-2-fluorophenyl)-6-(4-methyl-1,3-oxazol-2-yl)-4,4a,5,6,8,8a-hexahydropyrano[3,4-d][1,3]thiazin-2-yl]benzamide (C40) was converted to the product using the method described for synthesis of N-[(4aR,6R,8aS)-8a-(5-cyano-2-fluorophenyl)-6-(3-methyl-1,2-oxazol-5-yl)-4,4a,5,6,8,8a-hexahydropyrano[3,4-d][1,3]thiazin-2-yl]benzamide (C37) in Example 10. The product was obtained as a white solid. Yield: 227 mg, 126%. LCMS m/z 477.2 [M+H+]. 1H NMR (400 MHz, CD3OH) δ 8.09 (br s, 2... Reactants: [Cl-].C1(=CC=CC=C1)C1(C(=[C+]1)C1=CC=CC=C1)C1=CC=CC=C1 (triphenylcyclopropenylium chloride), F[Sb-](F)(F)(F)(F)F.[Na+] (sodium hexafluoroantimonate), SbF6, [Cl-].C1(=CC=CC=C1)C1(C(=[C+]1)C1=CC=CC=C1)C1=CC=CC=C1 (triphenylcyclopropenylium chloride). The solvent is C(C)#N (acetonitrile), CC#N (CH3CN). Yields the product F[Sb-](F)(F)(F)(F)F.C1(=CC=CC=C1)C1(C(=[C+]1)C1=CC=CC=C1)C1=CC=CC=C1 (Triphenylcyclopropenylium hexafluoroantimonate). As a reaction SMILES: [Cl-].[C:2]1([C:8]2([C:17]3[CH:22]=[CH:21][CH:20]=[CH:19][CH:18]=3)[C+:10]=[C:9]2[C:11]2[CH:16]=[CH:15][CH:14]=[CH:13][CH:12]=2)[CH:7]=[CH:6][CH:5]=[CH:4][CH:3]=1.[F:23][Sb-:24]([F:29])([F:28])([F:27])([F:26])[F:25].[Na+]>C(#N)C>[F:23][Sb-:24]([F:29])([F:28])([F:27])([F:26])[F:25].[C:17]1([C:8]2([C:2]3[CH:3]=[CH:4][CH:5]=[CH:6][CH:7]=3)[C+:10]=[C:9]2[C:11]2[CH:12]=[CH:13][CH:14]=[CH:15][CH:16]=2)[CH:18]=[CH:19][CH:20]=[CH:21][CH:22]=1 |f:0.1,2.3,5.6|. Reported procedure: Triphenylcyclopropenylium hexafluoroantimonate was synthesized by the metatheses of triphenylcyclopropenylium chloride with sodium hexafluoroantimonate in acetonitrile. 0.003 moles of the triphenylcyclopropenylium chloride (literature) of Example 1 and 0.0031 moles of SbF6 was each separately dissolved in 10 ml of CH3CN and then combined. NaCl was removed by filtration and washed with CH3CN. To the filtrate was added ether. After filtration, a white, very light yellow solid was obtained. The mel... Starting materials: [OH-].[Na+] (sodium hydroxide), O=C([C@H](O)[C@@H](O)[C@H](O)[C@H](O)C(=O)[O-])O.[K+] (monopotassium D-glucarate). Run in O (water). Product: O=C([C@H](O)[C@@H](O)[C@H](O)[C@H](O)C(=O)[O-])[O-].[K+].[Na+] (sodium potassium D-glucarate), dihydrate. As a reaction SMILES: [OH-].[Na+:2].[O:3]=[C:4]([OH:16])[C@@H:5]([C@H:7]([C@@H:9]([C@@H:11]([C:13]([O-:15])=[O:14])[OH:12])[OH:10])[OH:8])[OH:6].[K+:17]>O>[O:3]=[C:4]([O-:16])[C@@H:5]([C@H:7]([C@@H:9]([C@@H:11]([C:13]([O-:15])=[O:14])[OH:12])[OH:10])[OH:8])[OH:6].[K+:17].[Na+:2] |f:0.1,2.3,5.6.7|. Procedure: Aqueous sodium hydroxide solution (33 mL, 6 M) was added to a slurry of monopotassium D-glucarate (50.0 g. 0.201 mol) in water (150 mL) until all of the solid dissolved and a constant pH of 9.7 was reached. The solution was concentrated to a syrup and seeded with the title compound. A solid crystalline cake formed over 24 h. The crystals were isolated by filtration, washed with cold 1:1 ethanol/water (3×15 mL), and dried under reduced pressure to give sodium potassium D-glucarate as colorless cr... Starting materials: CCOC(OCC)C(C)=CCBr, CC(=O)Nc1ccc(O)cc1, O=C([O-])[O-], [K+], [K+], CN(C)C=O, O. Product: CCOC(OCC)C(C)=CCOc1ccc(NC(C)=O)cc1. Reaction SMILES: [Br:1][CH2:2][CH:3]=[C:4]([CH:5]([O:6][CH2:7][CH3:8])[O:9][CH2:10][CH3:11])[CH3:12].[C:13]([CH3:14])(=[O:15])[NH:16][c:17]1[cH:18][cH:19][c:20]([OH:23])[cH:21][cH:22]1.[C:24](=[O:25])([O-:26])[O-:27].[K+:28].[K+:29].[O:31]=[CH:32][N:33]([CH3:34])[CH3:35].[OH2:30]>>[CH2:2]([CH:3]=[C:4]([CH:5]([O:6][CH2:7][CH3:8])[O:9][CH2:10][CH3:11])[CH3:12])[O:23][c:20]1[cH:19][cH:18][c:17]([NH:16][C:13]([CH3:14])=[O:15])[cH:22][cH:21]1.